The task is: describe an organic reaction: reactants, conditions, products, and yield. This data is from the Open Reaction Database (ORD), a public repository of structured organic reaction records. The reactants are C1(CCCCC1)N1CCN(CC1)C(CC=1C=C(C=CC1)C)C1=CC=CC=C1 (1-cyclohexyl-4-[1-phenyl-2-(3-tolyl)ethyl]piperazine), O.C(C1=CC=CC=C1)(=O)[C@@]([C@@](C(=O)O)(O)C(C1=CC=CC=C1)=O)(O)C(=O)O (dibenzoyl-d-tartaric acid monohydrate), C(C)O (ethanol). Product: O.C(C1=CC=CC=C1)(=O)[C@@]([C@@](C(=O)O)(O)C(C1=CC=CC=C1)=O)(O)C(=O)O.C1(CCCCC1)N1CCN(CC1)C(CC=1C=C(C=CC1)C)C1=CC=CC=C1.O.O.C1(CCCCC1)N1CCN(CC1)C(CC=1C=C(C=CC1)C)C1=CC=CC=C1.C(C1=CC=CC=C1)(=O)[C@@]([C@@](C(=O)O)(O)C(C1=CC=CC=C1)=O)(O)C(=O)O (l-1-cyclohexyl-4-[1-phenyl-2-(3-tolyl)ethyl]piperazine dibenzoyl-d-tartarate sesquihydrate). RXN SMILES: [CH:1]1([N:7]2[CH2:12][CH2:11][N:10]([CH:13]([C:22]3[CH:27]=[CH:26][CH:25]=[CH:24][CH:23]=3)[CH2:14][C:15]3[CH:16]=[C:17]([CH3:21])[CH:18]=[CH:19][CH:20]=3)[CH2:9][CH2:8]2)[CH2:6][CH2:5][CH2:4][CH2:3][CH2:2]1.[OH2:28].[C:29]([C@:37]([C:52]([OH:54])=[O:53])([OH:51])[C@:38]([C:43](=[O:50])[C:44]1[CH:49]=[CH:48][CH:47]=[CH:46][CH:45]=1)([OH:42])[C:39]([OH:41])=[O:40])(=[O:36])[C:30]1[CH:35]=[CH:34][CH:33]=[CH:32][CH:31]=1.C([OH:57])C>>[OH2:36].[C:43]([C@:38]([C:39]([OH:41])=[O:40])([OH:42])[C@:37]([C:29](=[O:36])[C:30]1[CH:35]=[CH:34][CH:33]=[CH:32][CH:31]=1)([OH:51])[C:52]([OH:54])=[O:53])(=[O:50])[C:44]1[CH:49]=[CH:48][CH:47]=[CH:46][CH:45]=1.[CH:1]1([N:7]2[CH2:8][CH2:9][N:10]([CH:13]([C:22]3[CH:23]=[CH:24][CH:25]=[CH:26][CH:27]=3)[CH2:14][C:15]3[CH:16]=[C:17]([CH3:21])[CH:18]=[CH:19][CH:20]=3)[CH2:11][CH2:12]2)[CH2:2][CH2:3][CH2:4][CH2:5][CH2:6]1.[OH2:57].[OH2:28].[CH:1]1([N:7]2[CH2:8][CH2:9][N:10]([CH:13]([C:22]3[CH:23]=[CH:24][CH:25]=[CH:26][CH:27]=3)[CH2:14][C:15]3[CH:16]=[C:17]([CH3:21])[CH:18]=[CH:19][CH:20]=3)[CH2:11][CH2:12]2)[CH2:2][CH2:3][CH2:4][CH2:5][CH2:6]1.[C:43]([C@:38]([C:39]([OH:41])=[O:40])([OH:42])[C@:37]([C:29](=[O:36])[C:30]1[CH:35]=[CH:34][CH:33]=[CH:32][CH:31]=1)([OH:51])[C:52]([OH:54])=[O:53])(=[O:50])[C:44]1[CH:49]=[CH:48][CH:47]=[CH:46][CH:45]=1 |f:1.2,4.5.6.7.8.9.10|. Procedure details: A warmed mixture of dl-1-cyclohexyl-4-[1-phenyl-2-(3-tolyl)ethyl]piperazine (3.0 g), dibenzoyl-d-tartaric acid monohydrate (3.2 g) and ethanol (100 ml) is allowed to cool. The precipitated crystals are separated by filtration and fractionally recrystallized from 95 % ethanol to give l-1-cyclohexyl-4-[1-phenyl-2-(3-tolyl)ethyl]piperazine dibenzoyl-d-tartarate sesquihydrate (1.2 g), melting point: 150°-151° C (decomp.), [α]D/28 = -83.0° (c=1.0, methanol). Starting materials: FC=1C=C(CNC(=O)C2=C(N(C3=CC(=CC=C23)O)CC=2OC=CN2)C(C)C)C=CC1F (N-(3,4-difluorobenzyl)-6-hydroxy-2-isopropyl-1-(oxazol-2-ylmethyl)-1H-indole-3-carboxamide), FC=1C=C(CNC(=O)C2=C(N(C3=CC(=CC=C23)O)CC=2OC=CN2)C(C)C)C=CC1F (N-(3,4-difluorobenzyl)-6-hydroxy-2-isopropyl-1-(oxazol-2-ylmethyl)-1H-indole-3-carboxamide), C(C)(C)I (isopropyl iodide). Yields the product FC=1C=C(CNC(=O)C2=C(N(C3=CC(=CC=C23)OC(C)C)CC=2OC=CN2)C(C)C)C=CC1F (N-(3,4-Difluorobenzyl)-6-isopropoxy-2-isopropyl-1-(oxazol-2-ylmethyl)-1H-indole-3-carboxamide). As a reaction SMILES: [F:1][C:2]1[CH:3]=[C:4]([CH:28]=[CH:29][C:30]=1[F:31])[CH2:5][NH:6][C:7]([C:9]1[C:17]2[C:12](=[CH:13][C:14]([OH:18])=[CH:15][CH:16]=2)[N:11]([CH2:19][C:20]2[O:21][CH:22]=[CH:23][N:24]=2)[C:10]=1[CH:25]([CH3:27])[CH3:26])=[O:8].[CH:32](I)([CH3:34])[CH3:33]>>[F:1][C:2]1[CH:3]=[C:4]([CH:28]=[CH:29][C:30]=1[F:31])[CH2:5][NH:6][C:7]([C:9]1[C:17]2[C:12](=[CH:13][C:14]([O:18][CH:32]([CH3:34])[CH3:33])=[CH:15][CH:16]=2)[N:11]([CH2:19][C:20]2[O:21][CH:22]=[CH:23][N:24]=2)[C:10]=1[CH:25]([CH3:27])[CH3:26])=[O:8]. Procedure: The title compound was prepared from N-(3,4-difluorobenzyl)-6-hydroxy-2-isopropyl-1-(oxazol-2-ylmethyl)-1H-indole-3-carboxamide (Compound 210) and isopropyl iodide by General Procedure N. Reaction SMILES: C1(C[N:8](CC2C=CC=CC=2)[C:9]2[C:18]3[N:19]=[C:20]([CH3:26])[N:21]([CH2:22][CH:23]([CH3:25])[CH3:24])[C:17]=3[C:16]3[CH2:15][CH2:14][CH2:13][CH2:12][C:11]=3[N:10]=2)C=CC=CC=1.C([O-])=O.[NH4+].CO.[OH-].[NH4+]>Cl.[OH-].[OH-].[Pd+2]>[CH3:26][C:20]1[N:21]([CH2:22][CH:23]([CH3:25])[CH3:24])[C:17]2[C:16]3[CH2:15][CH2:14][CH2:13][CH2:12][C:11]=3[N:10]=[C:9]([NH2:8])[C:18]=2[N:19]=1 |f:1.2,4.5,7.8.9|. Yields the product CC=1N(C2=C(C(=NC=3CCCCC23)N)N1)CC(C)C (6,7,8,9-Tetrahydro-2-methyl-1-(2-methylpropyl)-1H-imidazo[4,5-c]quinolin-4-amine). Procedure details: N,N-Bis(phenylmethyl)-6,7,8,9-tetrahydro-2-methyl-1-(2-methylpropyl)-1H-imidazo[4,5-c]quinolin-4-amine (820 mg, 1.87 mmole), palladium hydroxide on carbon (200 mg, Pearlman's catalyst), ammonium formate (472 mg, 7.48 mmole) and methanol (50 mL) were combined and heated at reflux for 48 hours. During the course of the reaction additional catalyst (200 mg) and ammonium formate (472 mg) were added. The reaction mixture was cooled to ambient temperature then filtered through a layer of celite. The f... Reagents/catalysts: [OH-].[OH-].[Pd+2] (palladium hydroxide on carbon), catalyst. Starting materials: C1(=CC=CC=C1)CN(C1=NC=2CCCCC2C2=C1N=C(N2CC(C)C)C)CC2=CC=CC=C2 (N,N-Bis(phenylmethyl)-6,7,8,9-tetrahydro-2-methyl-1-(2-methylpropyl)-1H-imidazo[4,5-c]quinolin-4-amine), [OH-].[NH4+] (ammonium hydroxide), C(=O)[O-].[NH4+] (ammonium formate), CO (methanol), C(=O)[O-].[NH4+] (ammonium formate). Yield: 99.4%. Solvent: Cl (hydrochloric acid). Starting materials: CN(C(=O)OC(C)(C)C)[C@@H]1C[C@@H]([C@H](C1)C1=CC=CC=C1)CN1CCC(CC1)N(CC=C)C(=O)OCC1=CC=C(C=C1)[N+](=O)[O-] (1-(S)-(N-(methyl)-N-(t-butoxycarbonyl)amino)-3-(S)-((4-(N-(4-nitrobenzyloxycarbonyl)-N-(allyl)amino)piperidin-1-yl)methyl)-4-(S)-phenylcyclopentane), C(C1=CC=CC=C1)(=O)Cl (benzoyl chloride). Product: CN(C(=O)C1=CC=CC=C1)[C@@H]1C[C@@H]([C@H](C1)C1=CC=CC=C1)CN1CCC(CC1)N(CC=C)C(=O)OCC1=CC=C(C=C1)[N+](=O)[O-] (1-(S)-(N-(Methyl)-N-(phenylcarbonyl)amino)-3-(S)-((4-(N-(4-nitrobenzyloxycarbonyl)-N-(allyl)amino)piperidin-1-yl)methyl)-4-(S)-phenylcyclopentane). Reaction SMILES: [CH3:1][N:2]([C@H:10]1[CH2:14][C@H:13]([C:15]2[CH:20]=[CH:19][CH:18]=[CH:17][CH:16]=2)[C@@H:12]([CH2:21][N:22]2[CH2:27][CH2:26][CH:25]([N:28]([C:32]([O:34][CH2:35][C:36]3[CH:41]=[CH:40][C:39]([N+:42]([O-:44])=[O:43])=[CH:38][CH:37]=3)=[O:33])[CH2:29][CH:30]=[CH2:31])[CH2:24][CH2:23]2)[CH2:11]1)C(OC(C)(C)C)=O.[C:45](Cl)(=[O:52])[C:46]1[CH:51]=[CH:50][CH:49]=[CH:48][CH:47]=1>>[CH3:1][N:2]([C@H:10]1[CH2:14][C@H:13]([C:15]2[CH:16]=[CH:17][CH:18]=[CH:19][CH:20]=2)[C@@H:12]([CH2:21][N:22]2[CH2:23][CH2:24][CH:25]([N:28]([C:32]([O:34][CH2:35][C:36]3[CH:37]=[CH:38][C:39]([N+:42]([O-:44])=[O:43])=[CH:40][CH:41]=3)=[O:33])[CH2:29][CH:30]=[CH2:31])[CH2:26][CH2:27]2)[CH2:11]1)[C:45]([C:46]1[CH:51]=[CH:50][CH:49]=[CH:48][CH:47]=1)=[O:52]. Procedure details: Using essentially the same procedure as in Example 16, Step A and B but substituting 1-(S)-(N-(methyl)-N-(t-butoxycarbonyl)amino)-3-(S)-((4-(N-(4-nitrobenzyloxycarbonyl)-N-(allyl)amino)piperidin-1-yl)methyl)-4-(S)-phenylcyclopentane from Example 31 in Step A and benzoyl chloride in Step B, the title compound was prepared. Conditions: temperature 110 celsius. Product: [Na+].COP([O-])(=O)CCC (propanephosphonic acid monomethyl ester sodium salt). Starting materials: COP(OC)(=O)CCC (propanephosphonic acid dimethyl ester), [OH-].[Na+] (sodium hydroxide). Reported procedure: 973 g (6.4 mol) of propanephosphonic acid dimethyl ester are heated to 90° C. and 1280 g (6.4 mol) of 20% strength sodium hydroxide solution are added dropwise, while stirring vigorously. During this procedure, the temperature is increased slowly to 110° C., and at the same time 238 g of a methanol/water mixture distill off over a Vigreux column. The resulting solution is evaporated in vacuo and the residue which remains is dried in a vacuum drying cabinet. 1020 g of propanephosphonic acid monom... As a reaction SMILES: [CH3:1][O:2][P:3]([CH2:7][CH2:8][CH3:9])(=[O:6])[O:4]C.[OH-].[Na+:11]>>[Na+:11].[CH3:1][O:2][P:3]([CH2:7][CH2:8][CH3:9])(=[O:4])[O-:6] |f:1.2,3.4|. Yield: 100.0%.